Dataset: the Open Reaction Database (ORD), a public repository of structured organic reaction records. Task: describe an organic reaction: reactants, conditions, products, and yield Starting materials: CC1=CC=C(C=N1)C(C)=O (1-(6-methylpyridin-3-yl)-ethanone), N (ammonia), [BH4-].[Na+] (sodium tetrahydroborate). The reagents and catalysts are CC([O-])C.CC([O-])C.CC([O-])C.CC([O-])C.[Ti+4] (titanium tetra(isopropoxide)). Yields the product CC1=CC=C(C=N1)C(C)N (1-(6-Methylpyridin-3-yl)ethanamine). Yield: 81.0%. As a reaction SMILES: [CH3:1][C:2]1[N:7]=[CH:6][C:5]([C:8](=O)[CH3:9])=[CH:4][CH:3]=1.[NH3:11].[BH4-].[Na+]>CC(C)[O-].CC(C)[O-].CC(C)[O-].CC(C)[O-].[Ti+4]>[CH3:1][C:2]1[N:7]=[CH:6][C:5]([CH:8]([NH2:11])[CH3:9])=[CH:4][CH:3]=1 |f:2.3,4.5.6.7.8|. Reported procedure: Stir a mixture of 1-(6-methylpyridin-3-yl)-ethanone (10 g, 74 mmol) in titanium tetra(isopropoxide) (42.1 g, 148 mmol) and ammonia (370 mmol, 2 M in methanol) under N2 for 6 h at RT. To this mixture add sodium tetrahydroborate (4.2 g, 111 mmol) and stir overnight. Quench the reaction mixture with ammonium hydroxide and filter the mixture. From the filtrate, remove the solvent and extract the residue with DCM, wash with saturated aqueous sodium chloride and dry over Na2SO4, filter, and remove the... The reactants are NC1=C(C(=NN1)CC1=CC=CC=C1)C(=S)OC (Methyl 5-amino-3-benzylthiopyrazole-4-carboxylate), C(C)(=O)OC(C)=O (acetic anhydride). Solvent: C(C)(=O)O (acetic acid). Product: C(C)(=O)NC1=C(C(=NN1)CC1=CC=CC=C1)C(=S)OC (Methyl 5-acetamido-3-benzylthiopyrazole-4-carboxylate). Reaction SMILES: [NH2:1][C:2]1[NH:6][N:5]=[C:4]([CH2:7][C:8]2[CH:13]=[CH:12][CH:11]=[CH:10][CH:9]=2)[C:3]=1[C:14]([O:16][CH3:17])=[S:15].[C:18](OC(=O)C)(=[O:20])[CH3:19]>C(O)(=O)C>[C:18]([NH:1][C:2]1[NH:6][N:5]=[C:4]([CH2:7][C:8]2[CH:13]=[CH:12][CH:11]=[CH:10][CH:9]=2)[C:3]=1[C:14]([O:16][CH3:17])=[S:15])(=[O:20])[CH3:19]. Procedure details: 70.5 g (0.27 mol) Methyl 5-amino-3-benzylthiopyrazole-4-carboxylate was dissolved at 80° C. in 135 ml glacial acetic acid and treated with 27.75 g (0.27 mol) acetic anhydride. The solution was heated under reflux for 7 hours and concentrated. The residue was recrystallised from ether, the crystals suction filtered, washed with ether and dried. Starting materials: N1(C=NC=C1)C[C@H](C1=CC=CC=C1)OC1=C(C=2CCCC(C2C=C1)=O)CSC=1C=C(C(=O)O)C=CC1 (3-{[(2-{[(1S)-2-(1H-imidazol-1-yl)-1-phenylethyl]oxy}-5-oxo-5,6,7,8-tetrahydro-1-naphthalenyl)methyl]sulfanyl}benzoic acid), NCC=C (3-aminopropene). Product: C(C=C)NC(C1=CC(=CC=C1)SCC1=C(C=CC=2C(CCCC12)=O)O[C@H](CN1C=NC=C1)C1=CC=CC=C1)=O (N-Allyl-3-{[(2-{[(1S)-2-(1H-imidazol-1-yl)-1-phenylethyl]oxy}-5-oxo-5,6,7,8-tetrahydro-1-naphthalenyl)methyl]sulfanyl}benzamide). Yield: 89.3%. RXN SMILES: [N:1]1([CH2:6][C@@H:7]([O:14][C:15]2[CH:24]=[CH:23][C:22]3[C:21](=[O:25])[CH2:20][CH2:19][CH2:18][C:17]=3[C:16]=2[CH2:26][S:27][C:28]2[CH:29]=[C:30]([CH:34]=[CH:35][CH:36]=2)[C:31]([OH:33])=O)[C:8]2[CH:13]=[CH:12][CH:11]=[CH:10][CH:9]=2)[CH:5]=[CH:4][N:3]=[CH:2]1.[NH2:37][CH2:38][CH:39]=[CH2:40]>>[CH2:38]([NH:37][C:31](=[O:33])[C:30]1[CH:34]=[CH:35][CH:36]=[C:28]([S:27][CH2:26][C:16]2[C:17]3[CH2:18][CH2:19][CH2:20][C:21](=[O:25])[C:22]=3[CH:23]=[CH:24][C:15]=2[O:14][C@@H:7]([C:8]2[CH:13]=[CH:12][CH:11]=[CH:10][CH:9]=2)[CH2:6][N:1]2[CH:5]=[CH:4][N:3]=[CH:2]2)[CH:29]=1)[CH:39]=[CH2:40]. Procedure details: Using the method in Example 172, 3-{[(2-{[(1S)-2-(1H-imidazol-1-yl)-1-phenylethyl]oxy}-5-oxo-5,6,7,8-tetrahydro-1-naphthalenyl)methyl]sulfanyl}benzoic acid (50 mg, 0.10 mmol, 0.20M in DMF) and 3-aminopropene (17 mg, 0.30 mmol, 0.6M in DMF) were combined to give 48 mg of the desired compound: Low resolution mass spectrum (LC-MS, APCI) m/z 538 [M+H]+. Starting materials: COP(=O)(CC(CC(C)C)C(N[C@@H](CC(C)C)C(NC)=O)=O)CN1C(C(=CC1=O)CC(C)C)=O ([(2-isobutylmaleimido)methyl][(RS)-4-methyl-2-[[(S)-3-methyl-1-(methylcarbamoyl)butyl]carbamoyl]pentyl]phosphinic acid methyl ester). The solvent is FC(C(=O)O)(F)F (trifluoroacetic acid). Reaction conditions: time 5 hour. Yields the product C(C(C)C)C=1C(=O)N(C(C1)=O)CP(O)(=O)CC(CC(C)C)C(N[C@@H](CC(C)C)C(NC)=O)=O ([(2-isobutylmaleimido)methyl][(RS)-4-methyl-2-[[(S)-3-methyl-1-(methylcarbamoyl)butyl]carbamoyl]pentyl]phosphinic acid). Yield: 49.7%. RXN SMILES: C[O:2][P:3]([CH2:23][N:24]1[C:28](=[O:29])[CH:27]=[C:26]([CH2:30][CH:31]([CH3:33])[CH3:32])[C:25]1=[O:34])([CH2:5][CH:6]([C:11](=[O:22])[NH:12][C@H:13]([C:18](=[O:21])[NH:19][CH3:20])[CH2:14][CH:15]([CH3:17])[CH3:16])[CH2:7][CH:8]([CH3:10])[CH3:9])=[O:4]>FC(F)(F)C(O)=O>[CH2:30]([C:26]1[C:25]([N:24]([CH2:23][P:3]([CH2:5][CH:6]([C:11](=[O:22])[NH:12][C@H:13]([C:18](=[O:21])[NH:19][CH3:20])[CH2:14][CH:15]([CH3:16])[CH3:17])[CH2:7][CH:8]([CH3:10])[CH3:9])(=[O:2])[OH:4])[C:28](=[O:29])[CH:27]=1)=[O:34])[CH:31]([CH3:32])[CH3:33]. Reported procedure: 0.145 g (0.29 mmol) of [(2-isobutylmaleimido)methyl][(RS)-4-methyl-2-[[(S)-3-methyl-1-(methylcarbamoyl)butyl]carbamoyl]pentyl]phosphinic acid methyl ester was dissolved in 3 ml of trifluoroacetic acid and the solution was stirred at room temperature for 5 hours. After evaporation, the crude product was chromatographed on silica gel using chloroform/methanol/acetic acid/water (120:15:3:2) for the elution. There were obtained 70 mg of [(2-isobutylmaleimido)methyl][(RS)-4-methyl-2-[[(S)-3-methyl-1-... Starting materials: CCOC(=O)c1cc(F)c(F)c(Br)c1F, CCCCC([Sn])=C(CCCC)CCCC, Cc1ccccc1, [Pd], c1ccc(P(c2ccccc2)c2ccccc2)cc1, c1ccc(P(c2ccccc2)c2ccccc2)cc1, c1ccc(P(c2ccccc2)c2ccccc2)cc1, c1ccc(P(c2ccccc2)c2ccccc2)cc1. Product: C=Cc1c(F)c(F)cc(C(=O)OCC)c1F. As a reaction SMILES: [Br:1][c:2]1[c:3]([F:15])[c:4]([C:5](=[O:6])[O:7][CH2:8][CH3:9])[cH:10][c:11]([F:14])[c:12]1[F:13].[CH2:16]([CH2:17][CH2:29][CH3:30])[C:18]([Sn:19])=[C:20]([CH2:21][CH2:22][CH2:23][CH3:24])[CH2:25][CH2:26][CH2:27][CH3:28].[CH3:31][c:32]1[cH:33][cH:34][cH:35][cH:36][cH:37]1.[Pd:38].[c:39]1([P:40]([c:41]2[cH:42][cH:43][cH:44][cH:45][cH:46]2)[c:47]2[cH:48][cH:49][cH:50][cH:51][cH:52]2)[cH:53][cH:54][cH:55][cH:56][cH:57]1.[c:58]1([P:59]([c:60]2[cH:61][cH:62][cH:63][cH:64][cH:65]2)[c:66]2[cH:67][cH:68][cH:69][cH:70][cH:71]2)[cH:72][cH:73][cH:74][cH:75][cH:76]1.[c:77]1([P:78]([c:79]2[cH:80][cH:81][cH:82][cH:83][cH:84]2)[c:85]2[cH:86][cH:87][cH:88][cH:89][cH:90]2)[cH:91][cH:92][cH:93][cH:94][cH:95]1.[c:96]1([P:97]([c:98]2[cH:99][cH:100][cH:101][cH:102][cH:103]2)[c:104]2[cH:105][cH:106][cH:107][cH:108][cH:109]2)[cH:110][cH:111][cH:112][cH:113][cH:114]1>>[c:2]1([CH:16]=[CH2:17])[c:3]([F:15])[c:4]([C:5](=[O:6])[O:7][CH2:8][CH3:9])[cH:10][c:11]([F:14])[c:12]1[F:13].